This data is from the Open Reaction Database (ORD), a public repository of structured organic reaction records. The task is: describe an organic reaction: reactants, conditions, products, and yield Reactants: Br, COc1ccc2c(c1)CCCC2Cc1c[nH]cn1, [NH4+], [OH-], O. Product: Oc1ccc2c(c1)CCCC2Cc1c[nH]cn1. As a reaction SMILES: [BrH:19].[CH3:1][O:2][c:3]1[cH:4][c:5]2[c:10]([cH:11][cH:12]1)[CH:9]([CH2:13][c:14]1[n:15][cH:16][nH:17][cH:18]1)[CH2:8][CH2:7][CH2:6]2.[NH4+:20].[OH-:21].[OH2:22]>>[OH:2][c:3]1[cH:4][c:5]2[c:10]([cH:11][cH:12]1)[CH:9]([CH2:13][c:14]1[n:15][cH:16][nH:17][cH:18]1)[CH2:8][CH2:7][CH2:6]2.